From a dataset of the Open Reaction Database (ORD), a public repository of structured organic reaction records. describe an organic reaction: reactants, conditions, products, and yield Starting materials: ClC1=CC(=NC2=CC(=CC=C12)C)C1=CC=CC=C1 (4-chloro-7-methyl-2-phenyl-quinoline), C(O)CN (ethanolamine). Yields the product Cl.CC1=CC=C2C(=CC(=NC2=C1)C1=CC=CC=C1)NCCO (2-(7-Methyl-2-phenyl-quinolin-4-ylamino)-ethanol hydrochloride). RXN SMILES: [Cl:1][C:2]1[C:11]2[C:6](=[CH:7][C:8]([CH3:12])=[CH:9][CH:10]=2)[N:5]=[C:4]([C:13]2[CH:18]=[CH:17][CH:16]=[CH:15][CH:14]=2)[CH:3]=1.[CH2:19]([CH2:21][NH2:22])[OH:20]>>[ClH:1].[CH3:12][C:8]1[CH:7]=[C:6]2[C:11]([C:2]([NH:22][CH2:21][CH2:19][OH:20])=[CH:3][C:4]([C:13]3[CH:18]=[CH:17][CH:16]=[CH:15][CH:14]=3)=[N:5]2)=[CH:10][CH:9]=1 |f:2.3|. Procedure: The title compound, m.p. 234-236° C., and MS: m/e=278 (M+), was prepared from 4-chloro-7-methyl-2-phenyl-quinoline and ethanolamine. As a reaction SMILES: [Cl:1][C:2]1[CH:7]=[C:6](F)[CH:5]=[CH:4][C:3]=1[C:9]1[CH:18]=[C:17]([OH:19])[CH:16]=[C:15]2[C:10]=1[CH2:11][CH2:12][C:13](=[O:28])[N:14]2[C:20]1[C:25]([Cl:26])=[CH:24][CH:23]=[CH:22][C:21]=1[Cl:27].C1C=CC(P(C2C=CC=CC=2)C2C=CC=CC=2)=CC=1.O[CH:49]1[CH2:54][CH2:53][N:52]([C:55]([O:57][C:58]([CH3:61])([CH3:60])[CH3:59])=[O:56])[CH2:51][CH2:50]1.N(C(OCC)=O)=NC(OCC)=O>>[Cl:1][C:2]1[CH:7]=[CH:6][CH:5]=[CH:4][C:3]=1[C:9]1[CH:18]=[C:17]([O:19][CH:49]2[CH2:54][CH2:53][N:52]([C:55]([O:57][C:58]([CH3:61])([CH3:60])[CH3:59])=[O:56])[CH2:51][CH2:50]2)[CH:16]=[C:15]2[C:10]=1[CH:11]=[CH:12][C:13](=[O:28])[N:14]2[C:20]1[C:25]([Cl:26])=[CH:24][CH:23]=[CH:22][C:21]=1[Cl:27]. Procedure: The title compound was prepared from 55 mg 5-(2-chlorophenyl)-1-(2,6-dichlorophenyl)-7-hydroxyquinolin-2(1H)-one (INTERMEDIATE 9), 500 mg of polymer-bound Ph3P, 128 mg of tert-butyl 4-hydroxypiperidine-1-carboxylate, and 122 mg of diethyl azodicarboxylate by a procedure analogous to that described in EXAMPLE 2. Mass spectrum (ESI) 599 (M+1). Reactants: ClC1=C(C=CC(=C1)F)C1=C2CCC(N(C2=CC(=C1)O)C1=C(C=CC=C1Cl)Cl)=O (5-(2-chloro4-fluorophenyl)-1-(2,6-dichlorophenyl)-3,4-dihydro-7-hydroxy-2(1H)-quinolinone), ClC1=C(C=CC(=C1)F)C1=C2CCC(N(C2=CC(=C1)O)C1=C(C=CC=C1Cl)Cl)=O (5-(2-chloro4-fluorophenyl)-1-(2,6-dichlorophenyl)-3,4-dihydro-7-hydroxy-2(1H)-quinolinone), C1=CC=C(C=C1)P(C2=CC=CC=C2)C3=CC=CC=C3 (Ph3P), OC1CCN(CC1)C(=O)OC(C)(C)C (tert-butyl 4-hydroxypiperidine-1-carboxylate), N(=NC(=O)OCC)C(=O)OCC (diethyl azodicarboxylate). Product: ClC1=C(C=CC=C1)C1=C2C=CC(N(C2=CC(=C1)OC1CCN(CC1)C(=O)OC(C)(C)C)C1=C(C=CC=C1Cl)Cl)=O (tert-Butyl 4-{[5-(2-chlorophenyl)-1-(2,6-dichlorophenyl)-2-oxo-1,2-dihydroquinolin-7-yl]oxy}piperidine-1-carboxylate). Reactants: ClC1=NN2C(C(=CC=C2)NC=2C(=NC=CC2)N(S(=O)(=O)C)C)=N1 (N-[3-(2-chloro-[1,2,4]triazolo[1,5-a]pyridin-8-ylamino)-pyridin-2-yl]-N-methyl-methanesulfonamide), CN1CCN(CC1)C1=CC=C(C=C1)N (4-(4-methyl-piperazin-1-yl)-phenylamine), C1(CCCCC1)P(C1=C(C=CC=C1)C1=C(C=CC=C1)P(C1CCCCC1)C1CCCCC1)C1CCCCC1 (2,2′-bis-dicyclohexylphosphanyl-biphenyl). Yields the product CN(S(=O)(=O)C)C1=NC=CC=C1NC=1C=2N(C=CC1)N=C(N2)NC2=CC=C(C=C2)N2CCN(CC2)C (N-Methyl-N-(3-{2-[4-(4-methyl-piperazin-1-yl)-phenylamino]-[1,2,4]triazolo[1,5-a]pyridin-8-ylamino}-pyridin-2-yl)-methanesulfonamide), foam. Yield: 32.0%. As a reaction SMILES: Cl[C:2]1[N:23]=[C:5]2[C:6]([NH:10][C:11]3[C:12]([N:17]([CH3:22])[S:18]([CH3:21])(=[O:20])=[O:19])=[N:13][CH:14]=[CH:15][CH:16]=3)=[CH:7][CH:8]=[CH:9][N:4]2[N:3]=1.[CH3:24][N:25]1[CH2:30][CH2:29][N:28]([C:31]2[CH:36]=[CH:35][C:34]([NH2:37])=[CH:33][CH:32]=2)[CH2:27][CH2:26]1.C1(P(C2CCCCC2)C2C=CC=CC=2C2C=CC=CC=2P(C2CCCCC2)C2CCCCC2)CCCCC1>>[CH3:22][N:17]([C:12]1[C:11]([NH:10][C:6]2[C:5]3[N:4]([N:3]=[C:2]([NH:37][C:34]4[CH:33]=[CH:32][C:31]([N:28]5[CH2:27][CH2:26][N:25]([CH3:24])[CH2:30][CH2:29]5)=[CH:36][CH:35]=4)[N:23]=3)[CH:9]=[CH:8][CH:7]=2)=[CH:16][CH:15]=[CH:14][N:13]=1)[S:18]([CH3:21])(=[O:20])=[O:19]. Reported procedure: N-Methyl-N-(3-{2-[4-(4-methyl-piperazin-1-yl)-phenylamino]-[1,2,4]triazolo[1,5-a]pyridin-8-ylamino}-pyridin-2-yl)-methanesulfonamide was prepared from N-[3-(2-chloro-[1,2,4]triazolo[1,5-a]pyridin-8-ylamino)-pyridin-2-yl]-N-methyl-methanesulfonamide (75.0 mg, 0.212 mmol) and 4-(4-methyl-piperazin-1-yl)-phenylamine (50.0 mg, 0.261 mmol) with 2,2′-bis-dicyclohexylphosphanyl-biphenyl (25.0 mg, 0.0457 mmol) as the ligand in a manner analogous to Example 2d. Product isolated as a tan foam (0.035 g, 32... Reactants: Cl.COC=1C=C(C=CC1OC)C=1C(C(N(N1)C1CCNCC1)=O)(C)C (5-(3,4-dimethoxyphenyl)-4,4-dimethyl-2-(piperidin-4-yl)-2,4-dihydro-3H-pyrazol-3-one hydrochloride), Cl.COC=1C=C(C=CC1OC)C=1C(C(N(N1)C1CCNCC1)=O)(C)C (5-(3,4-dimethoxyphenyl)-4,4-dimethyl-2-(piperidin-4-yl)-2,4-dihydro-3H-pyrazol-3-one hydrochloride), ClC1=C(C=C(C=C1)Cl)S(=O)(=O)Cl (2,5-dichlorobenzenesulfonyl chloride). The product is ClC1=C(C=C(C=C1)Cl)S(=O)(=O)N1CCC(CC1)N1N=C(C(C1=O)(C)C)C1=CC(=C(C=C1)OC)OC (2-{1-[(2,5-Dichlorophenyl)sulfonyl]piperidin-4-yl}-5-(3,4-dimethoxyphenyl)-4,4-dimethyl-2,4-dihydro-3H-pyrazol-3-one). Reaction SMILES: Cl.[CH3:2][O:3][C:4]1[CH:5]=[C:6]([C:12]2[C:13]([CH3:25])([CH3:24])[C:14](=[O:23])[N:15]([CH:17]3[CH2:22][CH2:21][NH:20][CH2:19][CH2:18]3)[N:16]=2)[CH:7]=[CH:8][C:9]=1[O:10][CH3:11].[Cl:26][C:27]1[CH:32]=[CH:31][C:30]([Cl:33])=[CH:29][C:28]=1[S:34](Cl)(=[O:36])=[O:35]>>[Cl:26][C:27]1[CH:32]=[CH:31][C:30]([Cl:33])=[CH:29][C:28]=1[S:34]([N:20]1[CH2:21][CH2:22][CH:17]([N:15]2[C:14](=[O:23])[C:13]([CH3:25])([CH3:24])[C:12]([C:6]3[CH:7]=[CH:8][C:9]([O:10][CH3:11])=[C:4]([O:3][CH3:2])[CH:5]=3)=[N:16]2)[CH2:18][CH2:19]1)(=[O:36])=[O:35] |f:0.1|. Procedure: The title compound is prepared analogously as described for GP1 using 5-(3,4-dimethoxyphenyl)-4,4-dimethyl-2-(piperidin-4-yl)-2,4-dihydro-3H-pyrazol-3-one hydrochloride (compound B1*HCl) and 2,5-dichlorobenzenesulfonyl chloride as starting compounds. The crude product is purified by crystallization from methanol to yield the title compound. The reactants are COCCC(=O)Cl (3-Methoxypropionyl chloride), NC=1C=NC2=CC=CC=C2C1NCCCCNC(OC(C)(C)C)=O (tert-butyl N-{4-[(3-aminoquinolin-4-yl)amino]butyl}carbamate), Cl.N1=CC=CC=C1 (Pyridine hydrochloride). The solvent is N1=CC=CC=C1 (pyridine). Run at time 4 hour. Product: COCCC=1N(C2=C(C=NC=3C=CC=CC23)N1)CCCCNC(OC(C)(C)C)=O (tert-butyl N-{4-[2-(2-methoxyethyl)-1H-imidazo[4,5-c]quinolin-1-yl]butyl}carbamate). Reaction SMILES: [CH3:1][O:2][CH2:3][CH2:4][C:5](Cl)=O.[NH2:8][C:9]1[CH:10]=[N:11][C:12]2[C:17]([C:18]=1[NH:19][CH2:20][CH2:21][CH2:22][CH2:23][NH:24][C:25](=[O:31])[O:26][C:27]([CH3:30])([CH3:29])[CH3:28])=[CH:16][CH:15]=[CH:14][CH:13]=2.Cl.N1C=CC=CC=1>N1C=CC=CC=1>[CH3:1][O:2][CH2:3][CH2:4][C:5]1[N:19]([CH2:20][CH2:21][CH2:22][CH2:23][NH:24][C:25](=[O:31])[O:26][C:27]([CH3:29])([CH3:28])[CH3:30])[C:18]2[C:17]3[CH:16]=[CH:15][CH:14]=[CH:13][C:12]=3[N:11]=[CH:10][C:9]=2[N:8]=1 |f:2.3|. Procedure details: 3-Methoxypropionyl chloride (15.4 g, 126 mmol) was added dropwise over a period of 20 minutes to a chilled (ice bath) solution of tert-butyl N-{4-[(3-aminoquinolin-4-yl)amino]butyl}carbamate (38 g, 115 mmol, U.S. Pat. No. 6,541,485, Example 2, Part B) in pyridine. The reaction mixture was stirred for 4 hours and then allowed to stand at ambient temperature over the weekend. Pyridine hydrochloride (3.9 g, 34 mmol) was added and the reaction mixture was heated at reflux overnight. The reaction mix... Reactants: ClC1=C(C(=C(C(=C1Cl)Cl)Cl)Cl)Cl (hexachlorobenzene), ClC1=C(C(=C(C(=C1S)Cl)Cl)Cl)Cl (Pentachlorothiophenol), [N+](=O)(O)[O-] (nitric acid), OS(=O)(=O)O.O=S(=O)=O (oleum). Reaction conditions: temperature 55 celsius. Yields the product C1(=C(C(=C(C(=C1Cl)Cl)Cl)Cl)Cl)[N+](=O)[O-] (PCNB). The yield is 83.2%. Reaction SMILES: [Cl:1][C:2]1[C:7](S)=[C:6]([Cl:9])[C:5]([Cl:10])=[C:4]([Cl:11])[C:3]=1[Cl:12].[N+:13]([O-])([OH:15])=[O:14].OS(O)(=O)=O.O=S(=O)=O.ClC1C(Cl)=C(Cl)C(Cl)=C(Cl)C=1Cl>>[C:7]1([N+:13]([O-:15])=[O:14])[C:2]([Cl:1])=[C:3]([Cl:12])[C:4]([Cl:11])=[C:5]([Cl:10])[C:6]=1[Cl:9] |f:2.3|. Procedure details: Pentachlorothiophenol (10.0 g, 0.035 mol) was added to 60.0 g of 99% nitric acid over 20 min at 45°-50° C. followed by heating at reflux (55° C.) for 1.5 hr. At this point 20 mL of 30% by weight oleum was added at such a rate that the temperature was kept at 75° to 80° C. After the addition was complete (approximately 30 min.), the reaction mixture was cooled to room temperature. The product was collected by filtration, and thoroughly washed with water to give after drying in vacuo, 8.6 g (85% y... Reactants: COC(=O)C1=C(C2=C(C=N1)N=C(O2)C2=CC=CC=C2)O (7-hydroxy-2-phenyl-oxazolo[4,5-c]pyridine-6-carboxylic acid methyl ester), BrN1C(CCC1=O)=O (N-bromosuccinimide), C(C1=CC=CC=C1)(=O)OOC(C1=CC=CC=C1)=O (benzoyl peroxide). Run in C1=CC=CC=C1 (benzene). Product: COC(=O)C1=C(C2=C(C(=N1)Br)N=C(O2)C2=CC=CC=C2)O (4-Bromo-7-hydroxy-2-phenyl-oxazolo[4,5-c]pyridine-6-carboxylic acid methyl ester). The yield is 61.0%. RXN SMILES: [CH3:1][O:2][C:3]([C:5]1[N:10]=[CH:9][C:8]2[N:11]=[C:12]([C:14]3[CH:19]=[CH:18][CH:17]=[CH:16][CH:15]=3)[O:13][C:7]=2[C:6]=1[OH:20])=[O:4].[Br:21]N1C(=O)CCC1=O.C(OOC(=O)C1C=CC=CC=1)(=O)C1C=CC=CC=1>C1C=CC=CC=1>[CH3:1][O:2][C:3]([C:5]1[N:10]=[C:9]([Br:21])[C:8]2[N:11]=[C:12]([C:14]3[CH:15]=[CH:16][CH:17]=[CH:18][CH:19]=3)[O:13][C:7]=2[C:6]=1[OH:20])=[O:4]. Procedure details: A suspension of 7-hydroxy-2-phenyl-oxazolo[4,5-c]pyridine-6-carboxylic acid methyl ester (3.57 g, 13.2 mmol; example 1d), N-bromosuccinimide (2.47 g, 13.9 mmol), and benzoyl peroxide (320 mg, 1.32 mmol) in 43 mL of benzene was heated at reflux temperature for 5 hours. The reaction mixture was washed successively with saturated sodium bicarbonate, brine, saturated ammonium chloride solution, and brine. The organic solution was dried, filtered, and concentrated. The residue was purified by flash c...